This data is from the Open Reaction Database (ORD), a public repository of structured organic reaction records. The task is: describe an organic reaction: reactants, conditions, products, and yield Reactants: FC1=C(C=CC(=C1)[Si](C)(C)C)N (2-fluoro-4-trimethylsilanyl-phenylamine), C(C)(C)(C)OC(=O)C=1C=CC2=C(C=NS2)C1Br (4-bromo-benzo[d]isothiazole-5-carboxylic acid tert-butyl ester), CC1(C2=C(C(=CC=C2)P(C3=CC=CC=C3)C4=CC=CC=C4)OC5=C(C=CC=C51)P(C6=CC=CC=C6)C7=CC=CC=C7)C (Xantphos), [O-]P(=O)([O-])[O-].[K+].[K+].[K+] (potassium phosphate tribasic). Reagents/catalysts: C=1C=CC(=CC1)/C=C/C(=O)/C=C/C2=CC=CC=C2.C=1C=CC(=CC1)/C=C/C(=O)/C=C/C2=CC=CC=C2.C=1C=CC(=CC1)/C=C/C(=O)/C=C/C2=CC=CC=C2.[Pd].[Pd] (Pd2 dba3). Solvent: C1(=CC=CC=C1)C (toluene), C(C)(=O)OCC (ethyl acetate). Reaction conditions: temperature 90 celsius. The product is C(C)(C)(C)OC(=O)C=1C=CC2=C(C=NS2)C1NC1=C(C=C(C=C1)[Si](C)(C)C)F (4-(2-Fluoro-4-trimethylsilanyl-phenylamino)benzo[d]isothiazole-5-carboxylic acid tert-butyl ester). The yield is 78.1%. Reaction SMILES: [F:1][C:2]1[CH:7]=[C:6]([Si:8]([CH3:11])([CH3:10])[CH3:9])[CH:5]=[CH:4][C:3]=1[NH2:12].[C:13]([O:17][C:18]([C:20]1[CH:21]=[CH:22][C:23]2[S:27][N:26]=[CH:25][C:24]=2[C:28]=1Br)=[O:19])([CH3:16])([CH3:15])[CH3:14].CC1(C)C2C(=C(P(C3C=CC=CC=3)C3C=CC=CC=3)C=CC=2)OC2C(P(C3C=CC=CC=3)C3C=CC=CC=3)=CC=CC1=2.[O-]P([O-])([O-])=O.[K+].[K+].[K+]>C1(C)C=CC=CC=1.C(OCC)(=O)C.C1C=CC(/C=C/C(/C=C/C2C=CC=CC=2)=O)=CC=1.C1C=CC(/C=C/C(/C=C/C2C=CC=CC=2)=O)=CC=1.C1C=CC(/C=C/C(/C=C/C2C=CC=CC=2)=O)=CC=1.[Pd].[Pd]>[C:13]([O:17][C:18]([C:20]1[CH:21]=[CH:22][C:23]2[S:27][N:26]=[CH:25][C:24]=2[C:28]=1[NH:12][C:3]1[CH:4]=[CH:5][C:6]([Si:8]([CH3:9])([CH3:11])[CH3:10])=[CH:7][C:2]=1[F:1])=[O:19])([CH3:16])([CH3:14])[CH3:15] |f:3.4.5.6,9.10.11.12.13|. Procedure: A solution of 2-fluoro-4-trimethylsilanyl-phenylamine (340 mg, 1.43 mmol), 4-bromo-benzo[d]isothiazole-5-carboxylic acid tert-butyl ester (449 mg, 1.43 mmol), Pd2 dba3 (65 mg, 0.07 mmol), Xantphos (83 mg, 0.14 mmol) and potassium phosphate tribasic (455 mg, 2.14 mmol) in toluene (5 mL) was degassed and then the reaction mixture heated at 90° C. for 18 hours. The cooled reaction mixture was diluted with ethyl acetate, filtered through Celite®, and the filtrate concentrated in vacuo. The resultant... The reactants are ClC1=NC2=CC=C(C=C2C=C1C=O)OC (2-chloro-6-methoxyquinoline-3-carbaldehyde), NCCNC(C)=O (N-(2-aminoethyl)acetamide). The solvent is C1CCOC1 (THF). Conditions: temperature 160 celsius, time 1 hour. The product is C(=O)C=1C(=NC2=CC=C(C=C2C1)OC)NCCNC(C)=O (N-(2-(3-Formyl-6-methoxyquinolin-2-ylamino)ethyl)acetamide). Isolated yield 23.2%. As a reaction SMILES: Cl[C:2]1[C:11]([CH:12]=[O:13])=[CH:10][C:9]2[C:4](=[CH:5][CH:6]=[C:7]([O:14][CH3:15])[CH:8]=2)[N:3]=1.[NH2:16][CH2:17][CH2:18][NH:19][C:20](=[O:22])[CH3:21]>C1COCC1>[CH:12]([C:11]1[C:2]([NH:16][CH2:17][CH2:18][NH:19][C:20](=[O:22])[CH3:21])=[N:3][C:4]2[C:9]([CH:10]=1)=[CH:8][C:7]([O:14][CH3:15])=[CH:6][CH:5]=2)=[O:13]. Procedure: To a stirred solution of 2-chloro-6-methoxyquinoline-3-carbaldehyde (2.00 g, 9.0 mmol) in THF (10 mL) in a 20 mL microwave vial equipped with a magnetic stirrer was added N-(2-aminoethyl)acetamide (2.76 g, 27.1 mmol) and the reaction mixture was stirred for 1 h at 160° C. under microwave irradiation. After cooling to RT, the volatiles were removed at 40° C. under vacuum and the resulting yellow oil was taken up with CH2Cl2 (100 mL). This organic solution was washed with brine (2×10 mL), dried ov...